From a dataset of the Open Reaction Database (ORD), a public repository of structured organic reaction records. describe an organic reaction: reactants, conditions, products, and yield Starting materials: NC1=C(C(N(C2=NC(=C(C=C12)C1=CC=C(C=C1)Cl)C1=C(C=C(C=C1)Cl)Cl)CC(C)C)=O)C (4-amino-6-(4-chlorophenyl)-7-(2,4-dichlorophenyl)-1-isobutyl-3-methyl-1,8-naphthyridin-2(1H)-one), [H-].[Na+] (NaH), C(C)(=O)Cl (acetyl chloride), C(C)(=O)Cl (acetyl chloride). Solvent: C1CCOC1 (THF), CCOC(=O)C (EtOAc). Yields the product ClC1=CC=C(C=C1)C=1C=C2C(=C(C(N(C2=NC1C1=C(C=C(C=C1)Cl)Cl)CC(C)C)=O)C)NC(C)=O (N-[6-(4-chlorophenyl)-7-(2,4-dichlorophenyl)-1-isobutyl-3-methyl-2-oxo-1,2-dihydro-1,8-naphthyridin-4-yl]acetamide). As a reaction SMILES: [NH2:1][C:2]1[C:11]2[C:6](=[N:7][C:8]([C:19]3[CH:24]=[CH:23][C:22]([Cl:25])=[CH:21][C:20]=3[Cl:26])=[C:9]([C:12]3[CH:17]=[CH:16][C:15]([Cl:18])=[CH:14][CH:13]=3)[CH:10]=2)[N:5]([CH2:27][CH:28]([CH3:30])[CH3:29])[C:4](=[O:31])[C:3]=1[CH3:32].[H-].[Na+].[C:35](Cl)(=[O:37])[CH3:36]>C1COCC1.CCOC(C)=O>[Cl:18][C:15]1[CH:14]=[CH:13][C:12]([C:9]2[CH:10]=[C:11]3[C:6](=[N:7][C:8]=2[C:19]2[CH:24]=[CH:23][C:22]([Cl:25])=[CH:21][C:20]=2[Cl:26])[N:5]([CH2:27][CH:28]([CH3:29])[CH3:30])[C:4](=[O:31])[C:3]([CH3:32])=[C:2]3[NH:1][C:35](=[O:37])[CH3:36])=[CH:17][CH:16]=1 |f:1.2|. Reported procedure: To the product of EXAMPLE 42 (28 mg) in THF (0.5 mL) at 0° C. was added NaH (5 mg, 60% dispersion in mineral oil). The reaction stirred 10 minutes before acetyl chloride (7 μL) was added. Two hours later an additional 20 μL portion of acetyl chloride was added and again after an additional 90 minutes. After an additional hour of reaction time the reaction was diluted with EtOAc and washed with saturated aqueous NaHCO3 solution and dried (Na2SO4). The concentrated residue was purified by preparat... Starting materials: BrC1=CC=C(C=C1)C[C@@H](C(=O)OC)OCCC (methyl (S)-3-(4-bromophenyl)-2-(propyloxy)propionate), CNC1=CC(=CC=C1)B1OC(C(O1)(C)C)(C)C (methyl[3-(4,4,5,5-tetramethyl-1,3,2-dioxaborolan-2-yl)phenyl]amine), O (water), P(=O)([O-])([O-])[O-].[K+].[K+].[K+] (potassium phosphate). Reagents/catalysts: C=1C=CC(=CC1)[P](C=2C=CC=CC2)(C=3C=CC=CC3)[Pd]([P](C=4C=CC=CC4)(C=5C=CC=CC5)C=6C=CC=CC6)([P](C=7C=CC=CC7)(C=8C=CC=CC8)C=9C=CC=CC9)[P](C=1C=CC=CC1)(C=1C=CC=CC1)C=1C=CC=CC1 (tetrakis(triphenylphosphine)palladium). The solvent is CN(C=O)C (dimethylformamide). Conditions: temperature 90 celsius, time 2 hour. Product: C(CC)O[C@H](C(=O)OC)CC1=CC=C(C=C1)C1=CC(=CC=C1)NC (methyl (S)-2-propyloxy-3-[3′-(methylamino)biphenyl-4-yl]propanoate). Isolated yield 70.3%. Reaction SMILES: Br[C:2]1[CH:7]=[CH:6][C:5]([CH2:8][C@H:9]([O:14][CH2:15][CH2:16][CH3:17])[C:10]([O:12][CH3:13])=[O:11])=[CH:4][CH:3]=1.[CH3:18][NH:19][C:20]1[CH:25]=[CH:24][CH:23]=[C:22](B2OC(C)(C)C(C)(C)O2)[CH:21]=1.P([O-])([O-])([O-])=O.[K+].[K+].[K+].O>CN(C)C=O.C1C=CC([P]([Pd]([P](C2C=CC=CC=2)(C2C=CC=CC=2)C2C=CC=CC=2)([P](C2C=CC=CC=2)(C2C=CC=CC=2)C2C=CC=CC=2)[P](C2C=CC=CC=2)(C2C=CC=CC=2)C2C=CC=CC=2)(C2C=CC=CC=2)C2C=CC=CC=2)=CC=1>[CH2:15]([O:14][C@@H:9]([CH2:8][C:5]1[CH:6]=[CH:7][C:2]([C:22]2[CH:23]=[CH:24][CH:25]=[C:20]([NH:19][CH3:18])[CH:21]=2)=[CH:3][CH:4]=1)[C:10]([O:12][CH3:13])=[O:11])[CH2:16][CH3:17] |f:2.3.4.5,^1:52,54,73,92|. Procedure: 38 mg (0.033 mmol) of tetrakis(triphenylphosphine)palladium are added to a solution of 100 mg (0.33 mmol) of methyl (S)-3-(4-bromophenyl)-2-(propyloxy)propionate and 90 mg (0.39 mmol) of methyl[3-(4,4,5,5-tetramethyl-1,3,2-dioxaborolan-2-yl)phenyl]amine in 1 ml of dimethylformamide. 0.2 ml of a 2M potassium phosphate solution is added and the reaction mixture is stirred at 90° C. for 2 hours. The reaction is halted by the addition of 10 ml of water and then extraction is carried out with ethyl a... The reactants are O=C([O-])[O-], CC(C)=O, NCCCN1CCC(Oc2ccc(Cl)c(Cl)c2)CC1, [K+], [K+], O, O=S(=O)(Cl)c1ccc(-c2ccccn2)s1. Product: O=S(=O)(NCCCN1CCC(Oc2ccc(Cl)c(Cl)c2)CC1)c1ccc(-c2ccccn2)s1. RXN SMILES: [C:20](=[O:21])([O-:22])[O-:23].[CH3:42][C:43](=[O:44])[CH3:45].[Cl:1][c:2]1[cH:3][c:4]([O:5][CH:6]2[CH2:7][CH2:8][N:9]([CH2:12][CH2:13][CH2:14][NH2:15])[CH2:10][CH2:11]2)[cH:16][cH:17][c:18]1[Cl:19].[K+:24].[K+:25].[OH2:41].[n:26]1[c:27](-[c:32]2[cH:33][cH:34][c:35]([S:37](=[O:38])(=[O:39])[Cl:40])[s:36]2)[cH:28][cH:29][cH:30][cH:31]1>>[Cl:1][c:2]1[cH:3][c:4]([O:5][CH:6]2[CH2:7][CH2:8][N:9]([CH2:12][CH2:13][CH2:14][NH:15][S:37]([c:35]3[cH:34][cH:33][c:32](-[c:27]4[n:26][cH:31][cH:30][cH:29][cH:28]4)[s:36]3)(=[O:38])=[O:39])[CH2:10][CH2:11]2)[cH:16][cH:17][c:18]1[Cl:19]. Starting materials: O=C([O-])[O-], CC(C)C(N)=O, [Cs+], [Cs+], N#Cc1ccc(F)c2ccccc12, O, O=Cc1ccc(O)cc1. The product is N#Cc1ccc(Oc2ccc(C=O)cc2)c2ccccc12. As a reaction SMILES: [C:23](=[O:24])([O-:25])[O-:26].[CH3:30][CH:31]([CH3:32])[C:33]([NH2:34])=[O:35].[Cs+:27].[Cs+:28].[F:10][c:11]1[cH:12][cH:13][c:14]([C:21]#[N:22])[c:15]2[cH:16][cH:17][cH:18][cH:19][c:20]12.[OH2:29].[OH:1][c:2]1[cH:3][cH:4][c:5]([CH:6]=[O:7])[cH:8][cH:9]1>>[O:1]([c:2]1[cH:3][cH:4][c:5]([CH:6]=[O:7])[cH:8][cH:9]1)[c:11]1[cH:12][cH:13][c:14]([C:21]#[N:22])[c:15]2[cH:16][cH:17][cH:18][cH:19][c:20]12.